Dataset: the Open Reaction Database (ORD), a public repository of structured organic reaction records. Task: describe an organic reaction: reactants, conditions, products, and yield Starting materials: O=[N+]([O-])c1cc(Br)cc(CO)c1, [H-], CI, [Na+], CN(C)C=O. The product is COCc1cc(Br)cc([N+](=O)[O-])c1. Reaction SMILES: [Br:1][c:2]1[cH:3][c:4]([CH2:11][OH:12])[cH:5][c:6]([N+:8](=[O:9])[O-:10])[cH:7]1.[H-:16].[I:13][CH3:14].[Na+:15].[O:17]=[CH:18][N:19]([CH3:20])[CH3:21]>>[Br:1][c:2]1[cH:3][c:4]([CH2:11][O:12][CH3:14])[cH:5][c:6]([N+:8](=[O:9])[O-:10])[cH:7]1. The reactants are ClC1=NC=CC2=CC(=CC=C12)S(=O)(=O)NC1=NC=NC=C1 (1-chloro-N-(pyrimidin-4-yl)isoquinoline-6-sulfonamide), [Cl-].C(CC)C1=C(C(=CC=C1)CCC)[N+]1=CN(C=C1)C1=C(C=CC=C1CCC)CCC (1,3-bis(2,6-di-1-propylphenyl)imidazolium chloride), Cl.FC=1C=C(C=CC1)C1CNCCC1 (3-(3-fluorophenyl)piperidine hydrochloride), CC(C)([O-])C.[Na+] (sodium tert-butoxide). The reagents and catalysts are C=1C=CC(=CC1)/C=C/C(=O)/C=C/C2=CC=CC=C2.C=1C=CC(=CC1)/C=C/C(=O)/C=C/C2=CC=CC=C2.C=1C=CC(=CC1)/C=C/C(=O)/C=C/C2=CC=CC=C2.[Pd].[Pd] (Pd2(dba)3). Run in O1CCOCC1 (Dioxane). Conditions: temperature 130 celsius, time 1 hour. Product: FC=1C=C(C=CC1)C1CN(CCC1)C1=NC=CC2=CC(=CC=C12)S(=O)(=O)NC1=NC=NC=C1 (1-(3-(3-fluorophenyl)piperidin-1-yl)-N-(pyrimidin-4-yl)isoquinoline-6-sulfonamide). RXN SMILES: Cl[C:2]1[C:11]2[C:6](=[CH:7][C:8]([S:12]([NH:15][C:16]3[CH:21]=[CH:20][N:19]=[CH:18][N:17]=3)(=[O:14])=[O:13])=[CH:9][CH:10]=2)[CH:5]=[CH:4][N:3]=1.[Cl-].C(C1C=CC=C(CCC)C=1[N+]1C=CN(C2C(CCC)=CC=CC=2CCC)C=1)CC.Cl.[F:53][C:54]1[CH:55]=[C:56]([CH:60]2[CH2:65][CH2:64][CH2:63][NH:62][CH2:61]2)[CH:57]=[CH:58][CH:59]=1.CC(C)([O-])C.[Na+]>C1C=CC(/C=C/C(/C=C/C2C=CC=CC=2)=O)=CC=1.C1C=CC(/C=C/C(/C=C/C2C=CC=CC=2)=O)=CC=1.C1C=CC(/C=C/C(/C=C/C2C=CC=CC=2)=O)=CC=1.[Pd].[Pd].O1CCOCC1>[F:53][C:54]1[CH:55]=[C:56]([CH:60]2[CH2:65][CH2:64][CH2:63][N:62]([C:2]3[C:11]4[C:6](=[CH:7][C:8]([S:12]([NH:15][C:16]5[CH:21]=[CH:20][N:19]=[CH:18][N:17]=5)(=[O:14])=[O:13])=[CH:9][CH:10]=4)[CH:5]=[CH:4][N:3]=3)[CH2:61]2)[CH:57]=[CH:58][CH:59]=1 |f:1.2,3.4,5.6,7.8.9.10.11|. Procedure details: A vial was charged with 1-chloro-N-(pyrimidin-4-yl)isoquinoline-6-sulfonamide (Intermediate GG; 0.200 g, 0.624 mmol), Pd2(dba)3 (0.029 g, 0.031 mmol), 1,3-bis(2,6-di-1-propylphenyl)imidazolium chloride (0.027 g, 0.062 mmol), 3-(3-fluorophenyl)piperidine hydrochloride (0.202 g, 0.935 mmol) and sodium tert-butoxide (0.240 g, 2.494 mmol). Dioxane (6.24 ml) was added and the reaction was flushed with argon and stirred at 130° C. for one hour. The reaction was diluted with ethyl acetate and washed wi...